Dataset: the Open Reaction Database (ORD), a public repository of structured organic reaction records. Task: describe an organic reaction: reactants, conditions, products, and yield Starting materials: COC(=O)c1cccc(CC(C)(C)NC(=O)OC(C)(C)C)c1, ClCCl, O=C(O)C(F)(F)F. Product: COC(=O)c1cccc(CC(C)(C)N)c1. Reaction SMILES: [CH3:1][O:2][C:3]([c:4]1[cH:5][c:6]([CH2:10][C:11]([CH3:12])([CH3:13])[NH:14][C:15]([O:16][C:17]([CH3:18])([CH3:19])[CH3:20])=[O:21])[cH:7][cH:8][cH:9]1)=[O:22].[Cl:30][CH2:31][Cl:32].[OH:23][C:24]([C:25]([F:26])([F:27])[F:28])=[O:29]>>[CH3:1][O:2][C:3]([c:4]1[cH:5][c:6]([CH2:10][C:11]([CH3:12])([CH3:13])[NH2:14])[cH:7][cH:8][cH:9]1)=[O:22]. Reactants: CN(C(CNC(=O)OC(C)(C)C)=O)N1C(=CC=C1)C(C1=C(C=CC=C1)F)=O (1-[N-methyl-(t-butoxycarbonylamino)acetamido]-2-(2-fluorobenzoyl)pyrrole), Br (HBr). The solvent is CO (methanol). Reaction conditions: time 6 hour. Yields the product Br.CN(C(CN)=O)N1C(=CC=C1)C(C1=C(C=CC=C1)F)=O (1-(N-Methyl-aminoacetamido)-2-(2-fluorobenzoyl)pyrrole hydrobromide). The yield is 95.0%. As a reaction SMILES: [CH3:1][N:2]([N:14]1[CH:18]=[CH:17][CH:16]=[C:15]1[C:19](=[O:27])[C:20]1[CH:25]=[CH:24][CH:23]=[CH:22][C:21]=1[F:26])[C:3](=[O:13])[CH2:4][NH:5]C(OC(C)(C)C)=O.[BrH:28]>CO>[BrH:28].[CH3:1][N:2]([N:14]1[CH:18]=[CH:17][CH:16]=[C:15]1[C:19](=[O:27])[C:20]1[CH:25]=[CH:24][CH:23]=[CH:22][C:21]=1[F:26])[C:3](=[O:13])[CH2:4][NH2:5] |f:3.4|. Reported procedure: A slurry prepared from 1-[N-methyl-(t-butoxycarbonylamino)acetamido]-2-(2-fluorobenzoyl)pyrrole (20 g, 53.2 mmol) and 100 ml of methanol solution containing 12 ml of 48% HBr (0.106 mol) was stirred at room temperature for 6 hours. The resultant solution was evaporated to a solid which was recrystallized from isopropanol-ether to give 18 g (95%) of powder. The reactants are Cl.Cl.N1CC(CC1)NC(=O)C1=CC2=C(N(C(=N2)NC=2SC3=C(N2)C=CC(=C3)Cl)C)C=C1 (2-(6-chloro-benzothiazol-2-ylamino)-1-methyl-1H-benzoimidazole-5-carboxylic acid pyrrolidin-3-ylamide dihydrochloride), C(C)(C)(C)OC(NCC=O)=O ((2-oxo-ethyl)-carbamic acid tert-butyl ester), [BH-](OC(=O)C)(OC(=O)C)OC(=O)C.[Na+] (Na(OAc)3BH). The solvent is C(Cl)Cl (DCM). Yields the product C(C)(C)(C)OC(NCCN1CC(CC1)NC(=O)C1=CC2=C(N(C(=N2)NC=2SC3=C(N2)C=CC(=C3)Cl)C)C=C1)=O ([2-(3-{[2-(6-Chloro-benzothiazol-2-ylamino)-1-methyl-1H-benzoimidazole-5-carbonyl]amino}-pyrrolidin-1-yl)-ethyl]-carbamic acid tert-butyl ester). Yield: 58.5%. Reaction SMILES: Cl.Cl.[NH:3]1[CH2:7][CH2:6][CH:5]([NH:8][C:9]([C:11]2[CH:31]=[CH:30][C:14]3[N:15]([CH3:29])[C:16]([NH:18][C:19]4[S:20][C:21]5[CH:27]=[C:26]([Cl:28])[CH:25]=[CH:24][C:22]=5[N:23]=4)=[N:17][C:13]=3[CH:12]=2)=[O:10])[CH2:4]1.[C:32]([O:36][C:37](=[O:42])[NH:38][CH2:39][CH:40]=O)([CH3:35])([CH3:34])[CH3:33].[BH-](OC(C)=O)(OC(C)=O)OC(C)=O.[Na+]>C(Cl)Cl>[C:32]([O:36][C:37](=[O:42])[NH:38][CH2:39][CH2:40][N:3]1[CH2:7][CH2:6][CH:5]([NH:8][C:9]([C:11]2[CH:31]=[CH:30][C:14]3[N:15]([CH3:29])[C:16]([NH:18][C:19]4[S:20][C:21]5[CH:27]=[C:26]([Cl:28])[CH:25]=[CH:24][C:22]=5[N:23]=4)=[N:17][C:13]=3[CH:12]=2)=[O:10])[CH2:4]1)([CH3:35])([CH3:34])[CH3:33] |f:0.1.2,4.5|. Procedure: [2-(3-{[2-(6-Chloro-benzothiazol-2-ylamino)-1-methyl-1H-benzoimidazole-5-carbonyl]amino}-pyrrolidin-1-yl)-ethyl]-carbamic acid tert-butyl ester (56 mg) was prepared by following General Procedure P starting from 2-(6-chloro-benzothiazol-2-ylamino)-1-methyl-1H-benzoimidazole-5-carboxylic acid pyrrolidin-3-ylamide dihydrochloride (84 mg), (2-oxo-ethyl)-carbamic acid tert-butyl ester (40 mg), and Na(OAc)3BH (65 mg) in DCM (2 mL).